From a dataset of the Open Reaction Database (ORD), a public repository of structured organic reaction records. describe an organic reaction: reactants, conditions, products, and yield Reactants: methyl ester, C(\C=C/C(=O)OC)(=O)OC (Dimethyl maleate), C(CCCCCN)N (1,6-hexanediamine), amine. Run in C1(=CC=CC=C1)C (toluene). Product: NCCCCCCNC(C(CC(=O)NCCCCCCN)NCCCCCCN)=O (N,N'-bis(6-aminohexyl)-2-[(6-aminohexyl)amino]butanediamide). Reaction SMILES: [C:1]([O:9]C)(=O)/[CH:2]=[CH:3]\[C:4](OC)=[O:5].[CH2:11]([NH2:18])[CH2:12][CH2:13][CH2:14][CH2:15][CH2:16][NH2:17]>C1(C)C=CC=CC=1>[NH2:17][CH2:16][CH2:15][CH2:14][CH2:13][CH2:12][CH2:11][NH:18][C:1](=[O:9])[CH:2]([NH:17][CH2:16][CH2:15][CH2:14][CH2:13][CH2:12][CH2:11][NH2:18])[CH2:3][C:4]([NH:17][CH2:16][CH2:15][CH2:14][CH2:13][CH2:12][CH2:11][NH2:18])=[O:5]. Procedure: Dimethyl maleate (72 g, 0.5 moles) is added over a 2-3 hour period to a solution of 1,6-hexanediamine (174 g, 1.5 moles) in toluene (360 g) at 75°-80° C. The reaction temperature rises from 80° to 110° C. under reflux conditions. After the addition is completed, methanol is distilled at a reaction temperature of 120°-125° C. Additional toluene (320 g) is added to maintain reaction volume. The reaction may be followed by amine titration or by disappearance of the methyl ester in the 1H NMR spectr... Starting materials: CC(C)(C)OC(=O)C=C(CCCCCCc1ccc2c(n1)NCCC2)OS(=O)(=O)C(F)(F)F, O=C([O-])[O-], O=C([O-])O, Cc1ccccc1, [K+], [K+], [Na+], OB(O)c1ccccc1. Reaction SMILES: [C:1]([CH3:2])([CH3:3])([CH3:4])[O:5][C:6]([CH:7]=[C:8]([CH2:9][CH2:10][CH2:11][CH2:12][CH2:13][CH2:14][c:15]1[n:16][c:17]2[c:22]([cH:23][cH:24]1)[CH2:21][CH2:20][CH2:19][NH:18]2)[O:25][S:26]([C:27]([F:28])([F:29])[F:30])(=[O:31])=[O:32])=[O:33].[C:43](=[O:44])([O-:45])[O-:46].[C:49](=[O:50])([O-:51])[OH:52].[CH3:54][c:55]1[cH:56][cH:57][cH:58][cH:59][cH:60]1.[K+:47].[K+:48].[Na+:53].[OH:34][B:35]([OH:36])[c:37]1[cH:38][cH:39][cH:40][cH:41][cH:42]1>>[C:1]([CH3:2])([CH3:3])([CH3:4])[O:5][C:6]([CH:7]=[C:8]([CH2:9][CH2:10][CH2:11][CH2:12][CH2:13][CH2:14][c:15]1[n:16][c:17]2[c:22]([cH:23][cH:24]1)[CH2:21][CH2:20][CH2:19][NH:18]2)[c:37]1[cH:38][cH:39][cH:40][cH:41][cH:42]1)=[O:33]. The product is CC(C)(C)OC(=O)C=C(CCCCCCc1ccc2c(n1)NCCC2)c1ccccc1. Reactants: CN1CC(C1)(NS(=O)(=O)C1=CC=C(C=C1)CCCCC)CC(=O)OCC (Ethyl 2-(1-methyl-3-(4-pentylphenylsulfonamido)azetidin-3-yl)acetate), CI (methyl iodide). Solvent: C(Cl)Cl (CH2Cl2). Run at time 8 hour. The product is [I-].C(C)OC(CC1(C[N+](C1)(C)C)NS(=O)(=O)C1=CC=C(C=C1)CCCCC)=O (3-(2-ethoxy-2-oxoethyl)-1,1-dimethyl-3-(4-pentylphenylsulfonamido)-azetidinium iodide). The yield is 73.3%. RXN SMILES: [CH3:1][N:2]1[CH2:5][C:4]([CH2:21][C:22]([O:24][CH2:25][CH3:26])=[O:23])([NH:6][S:7]([C:10]2[CH:15]=[CH:14][C:13]([CH2:16][CH2:17][CH2:18][CH2:19][CH3:20])=[CH:12][CH:11]=2)(=[O:9])=[O:8])[CH2:3]1.[CH3:27][I:28]>C(Cl)Cl>[I-:28].[CH2:25]([O:24][C:22](=[O:23])[CH2:21][C:4]1([NH:6][S:7]([C:10]2[CH:11]=[CH:12][C:13]([CH2:16][CH2:17][CH2:18][CH2:19][CH3:20])=[CH:14][CH:15]=2)(=[O:9])=[O:8])[CH2:5][N+:2]([CH3:27])([CH3:1])[CH2:3]1)[CH3:26] |f:3.4|. Procedure: Ethyl 2-(1-methyl-3-(4-pentylphenylsulfonamido)azetidin-3-yl)acetate (10 mg, 0.026 mmol) was dissolved into CH2Cl2 (2 mL). The solution was treated with methyl iodide (37 mg, 0.26 mmol). The mixture was stirred at room temperature overnight. Solvent was removed under vacuum to obtain the title compound as a yellow solid (10 mg, 77%) which was used in the next step without purification. 1H NMR (400 MHz, CDCl3) δ 7.83 (d, 2H, J=8 Hz), 7.33 (d, 2H, J=8 Hz), 5.04 (m, 4H), 3.90 (q, 2H, J=7.2 Hz), 3.6... Starting materials: C(C)(C)(C)OC(=O)N1C[C@@H]([C@H](CC1)C1=CC=C(C=C1)OCCCOCC1=C(C=CC=C1)OC)O ((3R,4R)-3-hydroxy-4-[4-[3-(2-methoxy-benzyloxy)-propoxy]-phenyl]-piperidine-1-carboxylic acid tert-butylester), Br.BrCC1=CC=C2C=CC=NC2=C1 (7-bromomethyl-quinoline hydrobromide), [H-].[Na+] (sodium hydride). Yields the product C(C)(C)(C)OC(=O)N1C[C@@H]([C@H](CC1)C1=CC=C(C=C1)OCCCOCC1=C(C=CC=C1)OC)OCC1=CC=C2C=CC=NC2=C1 ((3R,4R)-4-[4-[3-(2-methoxy-benzyloxy)-propoxy]-phenyl]-3-(quinolin-7-yl-methoxy)-piperidine-1-carboxylic acid tert-butylester). Reaction SMILES: [C:1]([O:5][C:6]([N:8]1[CH2:13][CH2:12][C@H:11]([C:14]2[CH:19]=[CH:18][C:17]([O:20][CH2:21][CH2:22][CH2:23][O:24][CH2:25][C:26]3[CH:31]=[CH:30][CH:29]=[CH:28][C:27]=3[O:32][CH3:33])=[CH:16][CH:15]=2)[C@@H:10]([OH:34])[CH2:9]1)=[O:7])([CH3:4])([CH3:3])[CH3:2].Br.Br[CH2:37][C:38]1[CH:47]=[C:46]2[C:41]([CH:42]=[CH:43][CH:44]=[N:45]2)=[CH:40][CH:39]=1.[H-].[Na+]>>[C:1]([O:5][C:6]([N:8]1[CH2:13][CH2:12][C@H:11]([C:14]2[CH:19]=[CH:18][C:17]([O:20][CH2:21][CH2:22][CH2:23][O:24][CH2:25][C:26]3[CH:31]=[CH:30][CH:29]=[CH:28][C:27]=3[O:32][CH3:33])=[CH:16][CH:15]=2)[C@@H:10]([O:34][CH2:37][C:38]2[CH:47]=[C:46]3[C:41]([CH:42]=[CH:43][CH:44]=[N:45]3)=[CH:40][CH:39]=2)[CH2:9]1)=[O:7])([CH3:3])([CH3:4])[CH3:2] |f:1.2,3.4|. Reported procedure: reacting the product of step c) with 7-bromomethyl-quinoline hydrobromide and sodium hydride to yield (3R,4R)-4-[4-[3-(2-methoxy-benzyloxy)-propoxy]-phenyl]-3-(quinolin-7-yl-methoxy)-piperidine-1-carboxylic acid tert-butylester; Reactants: Fc1cc(OCc2ccccc2)ccc1Br, [Li]CCCC, CN(C)C=O, C1CCOC1. Product: O=Cc1ccc(OCc2ccccc2)cc1F. As a reaction SMILES: [Br:1][c:2]1[c:3]([F:16])[cH:4][c:5]([O:8][CH2:9][c:10]2[cH:11][cH:12][cH:13][cH:14][cH:15]2)[cH:6][cH:7]1.[CH3:17][CH2:18][CH2:19][CH2:20][Li:21].[CH3:22][N:23]([CH:24]=[O:25])[CH3:26].[O:27]1[CH2:28][CH2:29][CH2:30][CH2:31]1>>[c:2]1([CH:24]=[O:25])[c:3]([F:16])[cH:4][c:5]([O:8][CH2:9][c:10]2[cH:11][cH:12][cH:13][cH:14][cH:15]2)[cH:6][cH:7]1. Reactants: mixture, CCCCCC (hexane), C(=C)C(C1=CC=CC=C1)Cl (vinylbenzyl chloride), C(C)#N (acetonitrile), [C-]#N.[K+] (potassium cyanide), C(C)#N (acetonitrile). The reagents and catalysts are C1COCCOCCOCCOCCOCCO1 (18-Crown-6 ether). The solvent is O (water), C(C)(=O)OCC (ethyl acetate). Reaction conditions: time 8 hour. Product: C(=C)C(C1=CC=CC=C1)C#N (vinylbenzyl cyanide). Yield: 87.8%. As a reaction SMILES: [CH:1]([CH:3](Cl)[C:4]1[CH:9]=[CH:8][CH:7]=[CH:6][CH:5]=1)=[CH2:2].[C:11](#[N:13])C.[C-]#N.[K+].CCCCCC>C1OCCOCCOCCOCCOCCOC1.O.C(OCC)(=O)C>[CH:1]([CH:3]([C:11]#[N:13])[C:4]1[CH:9]=[CH:8][CH:7]=[CH:6][CH:5]=1)=[CH2:2] |f:2.3|. Procedure: A mixture of vinylbenzyl chloride in acetonitrile (5.0 g, 0.033 mol, in 10 mL of ACN) was added to a mixture of potassium cyanide (1.5 ME, 0.0495 mol, 3.2 g), 18-Crown-6 ether (0.52 g) and acetonitrile (15 mL). The resulting mixture was stirred overnight at room temperature. TLC analysis (hexane:ethyl acetate, 8:2) indicated that the reaction had gone to completion. The reaction was worked up by adding water to the reaction mixture (50 mL) and extracting the product into ethyl acetate. The organ...